This data is from the Open Reaction Database (ORD), a public repository of structured organic reaction records. The task is: describe an organic reaction: reactants, conditions, products, and yield Starting materials: CN1CCc2[nH]c3ccc(Cl)cc3c2CC1, O=C(CCl)N1CCOCC1, [Cu]I, [K+], [K+], [K+], CN(C)C=O, O=C(O)C1CCCN1, O=P([O-])([O-])[O-]. The product is CN1CCc2c(n(CC(=O)N3CCOCC3)c3ccc(Cl)cc23)CC1. As a reaction SMILES: [Cl:1][c:2]1[cH:3][c:4]2[c:5]3[c:6]([nH:7][c:8]2[cH:9][cH:10]1)[CH2:11][CH2:12][N:13]([CH3:16])[CH2:14][CH2:15]3.[Cl:33][CH2:34][C:35](=[O:36])[N:37]1[CH2:38][CH2:39][O:40][CH2:41][CH2:42]1.[Cu:43][I:44].[K+:30].[K+:31].[K+:32].[O:45]=[CH:46][N:47]([CH3:48])[CH3:49].[OH:17][C:18]([CH:19]1[NH:20][CH2:21][CH2:22][CH2:23]1)=[O:24].[P:25]([O-:26])([O-:27])([O-:28])=[O:29]>>[Cl:1][c:2]1[cH:3][c:4]2[c:5]3[c:6]([n:7]([CH2:34][C:35](=[O:36])[N:37]4[CH2:38][CH2:39][O:40][CH2:41][CH2:42]4)[c:8]2[cH:9][cH:10]1)[CH2:11][CH2:12][N:13]([CH3:16])[CH2:14][CH2:15]3. The reactants are C(C)(C)(C)OC(=O)N1CCC(CC1)(C(=O)O)NC(=O)OC(C)(C)C (4-tert-butoxycarbonylamino-piperidine-1,4-dicarboxylic acid mono-tert-butyl ester), solution, [H-].[Al+3].[Li+].[H-].[H-].[H-] (lithium aluminium hydride), O (Water), [OH-].[Na+] (sodium hydroxide), O (water). Solvent: O1CCCC1 (tetrahydrofuran), O1CCCC1 (tetrahydrofuran). Run at time 3 hour. Yields the product C(C)(C)(C)OC(=O)N1CCC(CC1)(CO)NC(=O)OC(C)(C)C (4-tert-butoxycarbonylamino-4-hydroxymethyl-piperidine-1-carboxylic acid tert-butyl ester). Yield: 49.1%. As a reaction SMILES: [H-].[Al+3].[Li+].[H-].[H-].[H-].[C:7]([O:11][C:12]([N:14]1[CH2:19][CH2:18][C:17]([NH:23][C:24]([O:26][C:27]([CH3:30])([CH3:29])[CH3:28])=[O:25])([C:20](O)=[O:21])[CH2:16][CH2:15]1)=[O:13])([CH3:10])([CH3:9])[CH3:8].O.[OH-].[Na+]>O1CCCC1>[C:7]([O:11][C:12]([N:14]1[CH2:19][CH2:18][C:17]([NH:23][C:24]([O:26][C:27]([CH3:30])([CH3:29])[CH3:28])=[O:25])([CH2:20][OH:21])[CH2:16][CH2:15]1)=[O:13])([CH3:9])([CH3:10])[CH3:8] |f:0.1.2.3.4.5,8.9|. Reported procedure: A 1M solution of lithium aluminium hydride in tetrahydrofuran (1.66 mL, 1.66 mmol) was added dropwise to a cooled (0° C.) solution of 4-tert-butoxycarbonylamino-piperidine-1,4-dicarboxylic acid mono-tert-butyl ester (400 mg, 1.1 mmol) in dry tetrahydrofuran (5 mL). The solution was stirred for 3 h at rt under nitrogen. Water (172 μL) and 10% sodium hydroxide aq (232 μL) were added and the mixture was stirred for 2 h. Further water (172 □L) was added and the mixture was filtered through a pad of ... Reactants: C(CCC)N1CCN(CC1)CCNC(=O)C1=NNC2=CC=CC=C12 (N-(2-(4-n-butyl-1-piperazinyl)ethyl]-1H-indazole-3-carboxamide), C(C)Br (ethyl bromide). Yields the product C(CCC)N1CCN(CC1)CCNC(=O)C1=NN(C2=CC=CC=C12)CC (N-[2-(4-n-Butyl-1-piperazinyl)ethyl]-1-ethylindazole-3-carboxamide). As a reaction SMILES: [CH2:1]([N:5]1[CH2:10][CH2:9][N:8]([CH2:11][CH2:12][NH:13][C:14]([C:16]2[C:24]3[C:19](=[CH:20][CH:21]=[CH:22][CH:23]=3)[NH:18][N:17]=2)=[O:15])[CH2:7][CH2:6]1)[CH2:2][CH2:3][CH3:4].[CH2:25](Br)[CH3:26]>>[CH2:1]([N:5]1[CH2:10][CH2:9][N:8]([CH2:11][CH2:12][NH:13][C:14]([C:16]2[C:24]3[C:19](=[CH:20][CH:21]=[CH:22][CH:23]=3)[N:18]([CH2:25][CH3:26])[N:17]=2)=[O:15])[CH2:7][CH2:6]1)[CH2:2][CH2:3][CH3:4]. Reported procedure: The title compound was synthesized by using N-(2-(4-n-butyl-1-piperazinyl)ethyl]-1H-indazole-3-carboxamide obtained in Example 10 and ethyl bromide according to the same process as in Example 12. Starting materials: CSCC=1C=CC=C2C=CNC12 (7-[(Methylsulfanyl)methyl]-1H-indole), ClC1=CC(=C(C=C1)C(O)C1=C(C=C(C=C1)Cl)F)F (Bis(4-chloro-2-fluorophenyl)methanol), FC1=CC=C(C=C1)C(C1=CNC2=C(C=CC=C12)CSC)C1=CC=C(C=C1)F (3-[Bis(4-fluorophenyl)methyl]-7-[(methylsulfanyl)methyl]-1H-indole). Yields the product ClC1=CC(=C(C=C1)C(C1=CNC2=C(C=CC=C12)CSC)C1=C(C=C(C=C1)Cl)F)F (3-[Bis(4-chloro-2-fluorophenyl)methyl]-7-[(methylsulfanyl)methyl]-1H-indole). RXN SMILES: [CH3:1][S:2][CH2:3][C:4]1[CH:5]=[CH:6][CH:7]=[C:8]2[C:12]=1[NH:11][CH:10]=[CH:9]2.[Cl:13][C:14]1[CH:19]=[CH:18][C:17]([CH:20]([C:22]2[CH:27]=[CH:26][C:25]([Cl:28])=[CH:24][C:23]=2[F:29])O)=[C:16]([F:30])[CH:15]=1.FC1C=CC(C(C2C=CC(F)=CC=2)C2C3C(=C(CSC)C=CC=3)NC=2)=CC=1>>[Cl:13][C:14]1[CH:19]=[CH:18][C:17]([CH:20]([C:22]2[CH:27]=[CH:26][C:25]([Cl:28])=[CH:24][C:23]=2[F:29])[C:9]2[C:8]3[C:12](=[C:4]([CH2:3][S:2][CH3:1])[CH:5]=[CH:6][CH:7]=3)[NH:11][CH:10]=2)=[C:16]([F:30])[CH:15]=1. Procedure: The title compound was prepared starting from 750 mg (4.23 mmol) of the compound from Example 8A and 1.22 g (4.23 mmol) of the compound from Example 179A in analogy to the synthesis of the compound from Example 278. 97 mg (5% of theory) of the target compound were obtained. The reactants are COc1cncc(N)c1, [Cl-], O=N[O-], [Na+], [Na+], [Na+], [OH-], O, O=S(=O)(O)O. The product is COc1cncc(O)c1. RXN SMILES: [CH3:6][O:7][c:8]1[cH:9][c:10]([NH2:14])[cH:11][n:12][cH:13]1.[Cl-:21].[N:15](=[O:16])[O-:17].[Na+:18].[Na+:20].[Na+:22].[OH-:19].[OH2:23].[S:1](=[O:2])(=[O:3])([OH:4])[OH:5]>>[CH3:6][O:7][c:8]1[cH:9][c:10]([OH:16])[cH:11][n:12][cH:13]1. Starting materials: NC=1C(=CC(=C(C#N)C1)Br)Cl (5-amino-2-bromo-4-chlorobenzonitrile), CC(C=C)O (but-3-en-2-ol), C1(CCCCC1)N(C1CCCCC1)C (N-cyclohexyl-N-methylcyclohexanamine). The reagents and catalysts are C=1C=CC(=CC1)/C=C/C(=O)/C=C/C2=CC=CC=C2.C=1C=CC(=CC1)/C=C/C(=O)/C=C/C2=CC=CC=C2.C=1C=CC(=CC1)/C=C/C(=O)/C=C/C2=CC=CC=C2.[Pd].[Pd] (Pd2(dba)3), C(C)(C)(C)P(C1=C(C=CC=C1)C1=C(C=CC=C1)C)C(C)(C)C (di-tert-butyl(2′-methyl-[1,1′-biphenyl]-2-yl)phosphine). The solvent is CC#N (CH3CN). Conditions: temperature 90 celsius. Yields the product NC=1C(=CC(=C(C#N)C1)CCC(C)=O)Cl (5-amino-4-chloro-2-(3-oxobutyl)benzonitrile). Yield: 60.0%. As a reaction SMILES: [NH2:1][C:2]1[C:3]([Cl:11])=[CH:4][C:5](Br)=[C:6]([CH:9]=1)[C:7]#[N:8].[CH3:12][CH:13]([OH:16])[CH:14]=[CH2:15].C1(N(C)C2CCCCC2)CCCCC1>C1C=CC(/C=C/C(/C=C/C2C=CC=CC=2)=O)=CC=1.C1C=CC(/C=C/C(/C=C/C2C=CC=CC=2)=O)=CC=1.C1C=CC(/C=C/C(/C=C/C2C=CC=CC=2)=O)=CC=1.[Pd].[Pd].C(P(C(C)(C)C)C1C=CC=CC=1C1C=CC=CC=1C)(C)(C)C.CC#N>[NH2:1][C:2]1[C:3]([Cl:11])=[CH:4][C:5]([CH2:15][CH2:14][C:13](=[O:16])[CH3:12])=[C:6]([CH:9]=1)[C:7]#[N:8] |f:3.4.5.6.7|. Procedure: 5-amino-2-bromo-4-chlorobenzonitrile (1.1 g, 4.75 mmol), but-3-en-2-ol (0.445 g, 6.18 mmol), Pd2(dba)3 (0.044 g, 0.048 mmol), di-tert-butyl(2′-methyl-[1,1′-biphenyl]-2-yl)phosphine (0.045 g, 0.143 mmol), and N-cyclohexyl-N-methylcyclohexanamine (1.392 g, 7.13 mmol) were combined in a 20 dram vial and CH3CN (8 mL) was added. The vial was evacuated and backfilled with Ar 4×, and the reaction was heated at 90° C. for 45 min. The reaction was cooled to room temperature and diluted with water, extrac... Starting materials: NC=1C=C(C(=O)OC)C=CC1CC (methyl 3-amino-4-ethylbenzoate), CCN(C(C)C)C(C)C (Hunig's Base), BrCC#N (bromoacetonitrile). Solvent: C1CCOC1 (THF). The product is C(#N)CNC=1C=C(C(=O)OC)C=CC1CC (Methyl 3-[(cyanomethyl)amino]-4-ethylbenzoate). As a reaction SMILES: [NH2:1][C:2]1[CH:3]=[C:4]([CH:9]=[CH:10][C:11]=1[CH2:12][CH3:13])[C:5]([O:7][CH3:8])=[O:6].[CH3:14][CH2:15][N:16](C(C)C)C(C)C.BrCC#N>C1COCC1>[C:15]([CH2:14][NH:1][C:2]1[CH:3]=[C:4]([CH:9]=[CH:10][C:11]=1[CH2:12][CH3:13])[C:5]([O:7][CH3:8])=[O:6])#[N:16]. Procedure details: To a stirred solution of methyl 3-amino-4-ethylbenzoate (6.10 g) in THF (56.7 mL) at room temperature was added Hunig's Base (11.89 mL) followed by bromoacetonitrile (4.74 mL). The mixture was heated at reflux for 16 h. The reaction was cooled to room temperature and concentrated in vacuo. 1N aqueous HCl and DCM were added. The organic layer was separated, dried (MgSO4) and concentrated to give the subtitle compound as an oil (7.46 g).